The task is: describe an organic reaction: reactants, conditions, products, and yield. This data is from the Open Reaction Database (ORD), a public repository of structured organic reaction records. The reactants are P(=O)(Cl)(Cl)Cl (Phosphorus oxychloride), NH4OAc, NC1=NC(=CC(=N1)N)N (2,4,6-triaminopyrimidine), CN(C=O)C (N,N-dimethylformamide), BrCC(=O)O (bromoacetic acid), CC(=O)C (acetone). The solvent is CO (CH3OH), Cl (HCl). Run at time 1 hour. The product is NC=1N=C(C2=C(N1)N=CC(=C2)C=O)N (2,4-Diaminopyrido[2,3-d]pyrimidine-6-carboxaldehyde). As a reaction SMILES: P(Cl)(Cl)(Cl)=O.CN(C)[CH:8]=[O:9].BrCC(O)=O.[NH2:16][C:17]1[N:22]=[C:21]([NH2:23])[CH:20]=[C:19]([NH2:24])[N:18]=1.[CH3:25][C:26]([CH3:28])=O>Cl.CO>[NH2:16][C:17]1[N:18]=[C:19]([NH2:24])[C:20]2[CH:28]=[C:26]([CH:8]=[O:9])[CH:25]=[N:23][C:21]=2[N:22]=1. Procedure details: Phosphorus oxychloride (27.5 ml, 46.0 g, 300 mmol) was added over 15 minutes with stirring to N,N-dimethylformamide (11.0 g, 150 mmol), which was cooled with an ice bath. After stirring at room temperature for 1 hour, the reaction mixture was treated with bromoacetic acid (13.9 g, 100 mmol). The resulting solution, protected by a calcium chloride tube was heated at 92° C. for 10 hours and evaporated to dryness in vacuo. The colored oil (~30 g) was dissolved in water (1000 ml), and the solution w...